This data is from the Open Reaction Database (ORD), a public repository of structured organic reaction records. The task is: describe an organic reaction: reactants, conditions, products, and yield The reactants are S(C)C (SMe2), C[Li] (methyllithium), CuBr, C(C1=CC=CC=C1)(C1=CC=CC=C1)(C1=CC=CC=C1)N[C@@H](C=O)CC ((R)-2-(trityl-amino)-butyraldehyde), [NH4+].[Cl-] (NH4Cl). Run in CCOCC (Et2O), CCOCC (Et2O), CCOCC (ether), CCCCCC (hexane). The product is C(C1=CC=CC=C1)(C1=CC=CC=C1)(C1=CC=CC=C1)N[C@@H]([C@H](C)O)CC ((2S,3R)-3-(Trityl-amino)-pentan-2-ol). Reaction SMILES: S(C)C.[CH3:4][Li].[C:6]([NH:25][C@H:26]([CH2:29][CH3:30])[CH:27]=[O:28])([C:19]1[CH:24]=[CH:23][CH:22]=[CH:21][CH:20]=1)([C:13]1[CH:18]=[CH:17][CH:16]=[CH:15][CH:14]=1)[C:7]1[CH:12]=[CH:11][CH:10]=[CH:9][CH:8]=1.[NH4+].[Cl-]>CCOCC.CCCCCC>[C:6]([NH:25][C@H:26]([CH2:29][CH3:30])[C@@H:27]([OH:28])[CH3:4])([C:13]1[CH:18]=[CH:17][CH:16]=[CH:15][CH:14]=1)([C:19]1[CH:20]=[CH:21][CH:22]=[CH:23][CH:24]=1)[C:7]1[CH:12]=[CH:11][CH:10]=[CH:9][CH:8]=1 |f:3.4|. Reported procedure: To a stirred suspension of CuBr.SMe2 (2.74 g, 2.2 eq, 13.33 mmol) in Et2O (100 mL) under an argon atmosphere at −70° C., was added methyllithium (1.6 M in Et2O, 16.6 mL, 4.4 eq, 26.56 mmol) dropwise, and the solution allowed to warm to room temperature. The mixture was recooled to −70° C., to which was added a solution of (R)-2-(trityl-amino)-butyraldehyde (2 g, 1 eq, 6.05 mmol) in Et2O (25 mL) dropwise with stirring. The reaction mixture was stirred at this temperature for 2 h, when TLC (hexane... Starting materials: BrC=1C=C(C=CC1)C1(CNC1)C1=CC(=CC=C1)Br (3,3-bis(3-bromophenyl)azetidine), IC1=CC=CC=C1 (iodobenzene), CC1(C2=C(C(=CC=C2)P(C3=CC=CC=C3)C4=CC=CC=C4)OC5=C(C=CC=C51)P(C6=CC=CC=C6)C7=CC=CC=C7)C (xantphos), CC(C)([O-])C.[Na+] (sodium tert-butoxide). Reagents/catalysts: C=1C=CC(=CC1)/C=C/C(=O)/C=C/C2=CC=CC=C2.C=1C=CC(=CC1)/C=C/C(=O)/C=C/C2=CC=CC=C2.C=1C=CC(=CC1)/C=C/C(=O)/C=C/C2=CC=CC=C2.[Pd].[Pd] (Pd2(dba)3). The solvent is ClCCl (dichloromethane), O (water), O1CCOCC1 (dioxane). Conditions: temperature 100 celsius, time 12 hour. The product is BrC=1C=C(C=CC1)C1(CN(C1)C1=CC=CC=C1)C1=CC(=CC=C1)Br (3,3-bis(3-bromophenyl)-1-phenylazetidine). Yield: 56.9%. Reaction SMILES: [Br:1][C:2]1[CH:3]=[C:4]([C:8]2([C:12]3[CH:17]=[CH:16][CH:15]=[C:14]([Br:18])[CH:13]=3)[CH2:11][NH:10][CH2:9]2)[CH:5]=[CH:6][CH:7]=1.I[C:20]1[CH:25]=[CH:24][CH:23]=[CH:22][CH:21]=1.CC1(C)C2C(=C(P(C3C=CC=CC=3)C3C=CC=CC=3)C=CC=2)OC2C(P(C3C=CC=CC=3)C3C=CC=CC=3)=CC=CC1=2.CC(C)([O-])C.[Na+]>O1CCOCC1.C1C=CC(/C=C/C(/C=C/C2C=CC=CC=2)=O)=CC=1.C1C=CC(/C=C/C(/C=C/C2C=CC=CC=2)=O)=CC=1.C1C=CC(/C=C/C(/C=C/C2C=CC=CC=2)=O)=CC=1.[Pd].[Pd].ClCCl.O>[Br:1][C:2]1[CH:3]=[C:4]([C:8]2([C:12]3[CH:17]=[CH:16][CH:15]=[C:14]([Br:18])[CH:13]=3)[CH2:9][N:10]([C:20]3[CH:25]=[CH:24][CH:23]=[CH:22][CH:21]=3)[CH2:11]2)[CH:5]=[CH:6][CH:7]=1 |f:3.4,6.7.8.9.10|. Reported procedure: A mixture of 3,3-bis(3-bromophenyl)azetidine (200 mg, 0.545 mmol), iodobenzene (222 mg, 1.090 mmol), xantphos (31.5 mg, 0.054 mmol), Pd2(dba)3 (12.47 mg, 0.014 mmol) and sodium tert-butoxide (62.8 mg, 0.654 mmol) in dioxane (3 ml) was stirred for 12 h at 100° C. After cooling to room temperature, water (15 mL) and dichloromethane (15 mL) was added. The aqueous layer was extracted with dichloromethane (15 mL×3). The combined organic layers were dried and concentrated. The residue was purified by ... Starting materials: ClCCl (dichloromethane), C(=O)(OCC1=CC=CC=C1)N[C@H]([C@@H](CN(C(CC(C)=O)=O)CC1=CC=CC=C1)O)CC1=CC=CC=C1 ((2R,3S)-3-Cbz amino-2-hydroxy-4-phenyl-1-(N-benzyl-3-oxo-butanamido) butane), C1CCC2=NCCCN2CC1 (DBU), S(=O)(=O)(C1=CC=C(C)C=C1)N=[N+]=[N-] (tosyl azide). The solvent is C(C)#N (acetonitrile). Run at temperature 0 celsius, time 1 hour. The product is C(=O)(OCC1=CC=CC=C1)N[C@H]([C@@H](CN(C(C(C(C)=O)=[N+]=[N-])=O)CC1=CC=CC=C1)O)CC1=CC=CC=C1 ((2R,3S)-3-Cbz amino-2-hydroxy-4-phenyl-1-(N-benzyl-2-diazo-3-oxo-butanamido) butane). Yield: 78.0%. Reaction SMILES: [C:1]([NH:11][C@@H:12]([CH2:30][C:31]1[CH:36]=[CH:35][CH:34]=[CH:33][CH:32]=1)[C@H:13]([OH:29])[CH2:14][N:15]([CH2:22][C:23]1[CH:28]=[CH:27][CH:26]=[CH:25][CH:24]=1)[C:16](=[O:21])[CH2:17][C:18](=[O:20])[CH3:19])([O:3][CH2:4][C:5]1[CH:10]=[CH:9][CH:8]=[CH:7][CH:6]=1)=[O:2].S([N:47]=[N+:48]=[N-])(C1C=CC(C)=CC=1)(=O)=O.C1CCN2C(=NCCC2)CC1.ClCCl>C(#N)C>[C:1]([NH:11][C@@H:12]([CH2:30][C:31]1[CH:32]=[CH:33][CH:34]=[CH:35][CH:36]=1)[C@H:13]([OH:29])[CH2:14][N:15]([CH2:22][C:23]1[CH:28]=[CH:27][CH:26]=[CH:25][CH:24]=1)[C:16](=[O:21])[C:17](=[N+:47]=[N-:48])[C:18](=[O:20])[CH3:19])([O:3][CH2:4][C:5]1[CH:6]=[CH:7][CH:8]=[CH:9][CH:10]=1)=[O:2]. Procedure: The keto amide (XI) (0.040 g, 0.08 mmol) was dissolved in 0.5 ml of acetonitrile and cooled to 0° C. To this tosyl azide (0.024 g, 0.12 mmol) was added followed by the addition of DBU (18 μL, 0.12 mmol) dropwise. The reaction mixture was stirred for 1 hr at 0° C. and then 3 hrs at room temperature. It was then concentrated under reduced pressure to give dark red oil. The residue was taken up in a minimum volume of dichloromethane and placed on a silica gel column. The compound was eluted with 2:... The reactants are C[SiH](C)OC1(C2CNC(=O)C2)CC(C(C)(C)C)CN1C(=O)OC(C)(C)C, CCI, [H-], [Na+], C1CCOC1. Product: CCN1CC(C2(O[SiH](C)C)CC(C(C)(C)C)CN2C(=O)OC(C)(C)C)CC1=O. Reaction SMILES: [C:1]([CH3:2])([CH3:3])([CH3:4])[O:5][C:6](=[O:7])[N:8]1[C:9]([CH:17]2[CH2:18][C:19](=[O:22])[NH:20][CH2:21]2)([O:23][SiH:24]([CH3:25])[CH3:26])[CH2:10][CH:11]([C:13]([CH3:14])([CH3:15])[CH3:16])[CH2:12]1.[CH2:29]([CH3:30])[I:31].[H-:27].[Na+:28].[O:32]1[CH2:33][CH2:34][CH2:35][CH2:36]1>>[C:1]([CH3:2])([CH3:3])([CH3:4])[O:5][C:6](=[O:7])[N:8]1[C:9]([CH:17]2[CH2:18][C:19](=[O:22])[N:20]([CH2:29][CH3:30])[CH2:21]2)([O:23][SiH:24]([CH3:25])[CH3:26])[CH2:10][CH:11]([C:13]([CH3:14])([CH3:15])[CH3:16])[CH2:12]1. The reactants are C(C)OCCN(C=1C=CC=C2C=C(NC12)C(=O)N)S(=O)(=O)C=1SC=CC1 (7-[(2-ethoxyethyl)(2-thienylsulfonyl)amino]-1H-indole-2-carboxamide), COC=1C=CC(=CC1)P2(=S)SP(=S)(S2)C=3C=CC(=CC3)OC (Lawesson's reagent). Run in O1CCCC1 (tetrahydrofuran). Reaction conditions: temperature 70 celsius, time 3 hour. The product is C(C)OCCN(C=1C=CC=C2C=C(NC12)C(N)=S)S(=O)(=O)C=1SC=CC1 (7-[(2-ethoxyethyl)(2-thienylsulfonyl)amino]-1H-indole-2-carbothioamide). Yield: 96.5%. RXN SMILES: [CH2:1]([O:3][CH2:4][CH2:5][N:6]([S:19]([C:22]1[S:23][CH:24]=[CH:25][CH:26]=1)(=[O:21])=[O:20])[C:7]1[CH:8]=[CH:9][CH:10]=[C:11]2[C:15]=1[NH:14][C:13]([C:16]([NH2:18])=O)=[CH:12]2)[CH3:2].COC1C=CC(P2(SP(C3C=CC(OC)=CC=3)(=S)S2)=[S:36])=CC=1>O1CCCC1>[CH2:1]([O:3][CH2:4][CH2:5][N:6]([S:19]([C:22]1[S:23][CH:24]=[CH:25][CH:26]=1)(=[O:21])=[O:20])[C:7]1[CH:8]=[CH:9][CH:10]=[C:11]2[C:15]=1[NH:14][C:13]([C:16](=[S:36])[NH2:18])=[CH:12]2)[CH3:2]. Reported procedure: A mixture of 7-[(2-ethoxyethyl)(2-thienylsulfonyl)amino]-1H-indole-2-carboxamide (4.70 g), Lawesson's reagent (3.06 g) and tetrahydrofuran (30 ml) was stirred at 70° C. for 3 hr. The reaction mixture was concentrated, and toluene was added to the residue. The obtained solid was washed with toluene to give the title compound (2.99 g, yield 58%) as crystals. melting point 182° C. Reactants: O[C@@H]([C@@H](C)OC1=NC(=NC2=CC=CC=C12)N1CCNCC1)C (4-[(2R,3R)-(3-hydroxybutan-2-yl)oxy]-2-(1-piperazinyl) quinazoline), CC(=O)C (acetone). Yields the product C(C)(=O)O.O[C@@H]([C@@H](C)OC1=NC(=NC2=CC=CC=C12)N1CCNCC1)C (4-[(2R,3R)-(3-hydroxybutan-2-yl)oxy]-2-(1-piperazinyl)quinazoline monoacetate). RXN SMILES: [OH:1][C@H:2]([CH3:22])[C@H:3]([O:5][C:6]1[C:15]2[C:10](=[CH:11][CH:12]=[CH:13][CH:14]=2)[N:9]=[C:8]([N:16]2[CH2:21][CH2:20][NH:19][CH2:18][CH2:17]2)[N:7]=1)[CH3:4].CC(C)=[O:25]>>[C:6]([OH:25])(=[O:5])[CH3:15].[OH:1][C@H:2]([CH3:22])[C@H:3]([O:5][C:6]1[C:15]2[C:10](=[CH:11][CH:12]=[CH:13][CH:14]=2)[N:9]=[C:8]([N:16]2[CH2:17][CH2:18][NH:19][CH2:20][CH2:21]2)[N:7]=1)[CH3:4] |f:2.3|. Procedure details: 4-[(2R,3R)-(3-Hydroxybutan-2-yl)oxy]-2-(1-piperazinyl)quinazoline (cf. Example 50) (600 mg) is dissolved in acetone (30 ml), and the mixture is filtered. To the filtrate is added acetic acid (135 mg), and the mixture is evaporated to dryness under reduced pressure, and the residue is dissolved in ethyl acetate (6 ml), and the solution is allowed to stand at room temperature. The precipitated crystals are separated by filtration to give 4-[(2R,3R)-(3-hydroxybutan-2-yl)oxy]-2-(1-piperazinyl)quinaz...